From a dataset of the Open Reaction Database (ORD), a public repository of structured organic reaction records. describe an organic reaction: reactants, conditions, products, and yield Product: C(=O)(OC(C)(C)C)N[C@@H](CC(C)C)C=O (Boc-Leucinal). Procedure: The Weinreb amide of BocLeucine was dissolved in dry Et2O and added by cannula to an Et2O suspension of an equimolar amount of LiAlH4 at 0° C. After stirring for one hour, the reaction flask was removed from 0° C. and allowed to warm to room temperature. After a reaction time of 80 minutes, an aqueous solution of KHSO4, (2 equiv. of KHSO4, 5 ml H2O/mmol of Weinreb amide) was added slowly while stirring. The aqueous phase was extracted with Et2O and the confined Et2O phases were washed with 3N HC... Reaction SMILES: [C:1]([NH:8][C@H:9]([C:14](O)=[O:15])[CH2:10][CH:11]([CH3:13])[CH3:12])([O:3][C:4]([CH3:7])([CH3:6])[CH3:5])=[O:2].[H-].[H-].[H-].[H-].[Li+].[Al+3].OS([O-])(=O)=O.[K+].O>CCOCC>[C:1]([NH:8][C@H:9]([CH:14]=[O:15])[CH2:10][CH:11]([CH3:12])[CH3:13])([O:3][C:4]([CH3:5])([CH3:7])[CH3:6])=[O:2] |f:1.2.3.4.5.6,7.8|. Reactants: Weinreb amide, C(=O)(OC(C)(C)C)N[C@@H](CC(C)C)C(=O)O (BocLeucine), OS(=O)(=O)[O-].[K+] (KHSO4), OS(=O)(=O)[O-].[K+] (KHSO4), O (H2O), Weinreb amide, [H-].[H-].[H-].[H-].[Li+].[Al+3] (LiAlH4). Conditions: time 1 hour. The solvent is CCOCC (Et2O), CCOCC (Et2O). The reactants are N[C@@H](CC1=CC(I)=C(C(I)=C1)OC1=CC(I)=C(C(I)=C1)O)C(=O)O (Thyroxine), CO.Cl (methanol HCl). Run at time 8 hour. The product is Cl.N[C@@H](CC1=CC(I)=C(C(I)=C1)OC1=CC(I)=C(C(I)=C1)O)C(=O)OC (methyl thyroxinate hydrochloride). RXN SMILES: [NH2:1][C@H:2]([C:22]([OH:24])=[O:23])[CH2:3][C:4]1[CH:11]=[C:9]([I:10])[C:8]([O:12][C:13]2[CH:20]=[C:18]([I:19])[C:17]([OH:21])=[C:15]([I:16])[CH:14]=2)=[C:6]([I:7])[CH:5]=1.[CH3:25]O.[ClH:27]>>[ClH:27].[NH2:1][C@H:2]([C:22]([O:24][CH3:25])=[O:23])[CH2:3][C:4]1[CH:5]=[C:6]([I:7])[C:8]([O:12][C:13]2[CH:14]=[C:15]([I:16])[C:17]([OH:21])=[C:18]([I:19])[CH:20]=2)=[C:9]([I:10])[CH:11]=1 |f:1.2,3.4|. Reported procedure: Thyroxine (1 g) was dissolved in the methanol/HCl, to which molecular sieve was added, and the mixture was left at room temperature overnight. The ester precipitates out with a yield of above 90%. After filtration, the product was washed with acetone and stored in a vacuum desiccator until use. Starting materials: COC(CBr)OC, NCc1cc(Cl)cc(Cl)c1, [K+], [K+], O=C([O-])[O-], CN(C)C=O, O. Product: COC(CNCc1cc(Cl)cc(Cl)c1)OC. Reaction SMILES: [Br:11][CH2:12][CH:13]([O:14][CH3:15])[O:16][CH3:17].[Cl:1][c:2]1[cH:3][c:4]([CH2:9][NH2:10])[cH:5][c:6]([Cl:8])[cH:7]1.[K+:18].[K+:19].[O-:20][C:21]([O-:22])=[O:23].[O:25]=[CH:26][N:27]([CH3:28])[CH3:29].[OH2:24]>>[Cl:1][c:2]1[cH:3][c:4]([CH2:9][NH:10][CH2:12][CH:13]([O:14][CH3:15])[O:16][CH3:17])[cH:5][c:6]([Cl:8])[cH:7]1. Reactants: C(=O)(C=1NC=CN1)C=1NC=CN1 (carbonyl diimidazole), CN(C=O)C (N,N-dimethylformamide), ClC1=C(C=C2CCNC2=C1)C (6-Chloro-5-methylindoline), CN(C=O)C (N,N-dimethylformamide), Cl (hydrochloric acid), NC1=NOC(=C1)C (3-amino-5-methyl-isoxazole), [H-].[Na+] (sodium hydride), CN(C=O)C (N,N-dimethylformamide). Reaction conditions: temperature 100 celsius. Product: ClC1=C(C=C2CCN(C2=C1)C(NC1=CC(=NO1)C)=O)C (6-Chloro-5-methyl-1-(3-methyl-5-isoxazolylcarbamoyl)indoline). As a reaction SMILES: N[C:2]1[CH:6]=[C:5](C)[O:4][N:3]=1.[H-].[Na+].[C:10](C1NC=CN=1)(C1NC=CN=1)=O.[Cl:22][C:23]1[CH:31]=[C:30]2[C:26]([CH2:27][CH2:28][NH:29]2)=[CH:25][C:24]=1[CH3:32].Cl.C[N:35](C)[CH:36]=[O:37]>>[Cl:22][C:23]1[CH:31]=[C:30]2[C:26]([CH2:27][CH2:28][N:29]2[C:36](=[O:37])[NH:35][C:5]2[O:4][N:3]=[C:2]([CH3:10])[CH:6]=2)=[CH:25][C:24]=1[CH3:32] |f:1.2|. Procedure details: A solution of 3-amino-5-methyl-isoxazole (0.23 g, 2.4 mmol) in N,N-dimethylformamide (4 ml) was treated at 0° C. with sodium hydride (70 mg of 80% dispersion; 2.4 mmol). After 0.25 h the mixture was added dropwise to a solution of carbonyl diimidazole (0.41 g, 2.5 mmol) in N,N-dimethylformamide (4 ml), and after 5 mins the resulting solution was added to a solution of 6chloro-5-methyl indoline (D10) (0.36 g, 2.2 mmol) in N,N-dimethylformamide (4 ml). The mixture was heated at 100° C. for 1 h, al... The reactants are C1(CC1)C1=CC=C(C=O)C=C1 (4-cyclopropyl benzaldehyde), [Li]CCCC (n-BuLi), CCCCCC (hexane), BrC1=CC=C(C=C1)C1CCC1 (1-bromo-4-cyclobutyl-benzene), solution, CN(C)C=O (DMF). The product is C1(CCC1)C1=CC=C(C=O)C=C1 (4-cyclobutyl-benzaldehyde). Yield: 67.0%. RXN SMILES: [CH:1]1([C:4]2[CH:11]=[CH:10][C:7]([CH:8]=[O:9])=[CH:6][CH:5]=2)[CH2:3][CH2:2]1.Br[C:13]1C=CC(C2CCC2)=CC=1.[Li]CCCC.CCCCCC.CN(C=O)C>>[CH:1]1([C:4]2[CH:5]=[CH:6][C:7]([CH:8]=[O:9])=[CH:10][CH:11]=2)[CH2:3][CH2:2][CH2:13]1. Reported procedure: The title compound was synthesized in analogy to 4-cyclopropyl benzaldehyde (described in example S1-A) using 830 mg of 1-bromo-4-cyclobutyl-benzene (3.93 mmol), 2.7 ml of a 1.6 molar solution of n-BuLi in hexane (4.32 mmol) and 605 μl of DMF (7.86 mmol). The isolated residue was purified by flash column chromatography (5:95 EtOAc/cyclohexane) to give 422 mg of 4-cyclobutyl-benzaldehyde (67%) as a colorless liquid. 1H NMR (CDCl3, 300 MHz): δ 1.89 (m, 1H), 1.97-2.26 (m, 3H), 2.40 (m, 2H), 3.63 (q... The reactants are ClC1=NC=C(C(=N1)Cl)F (2,4-dichloro-5-fluoropyrimidine), NC1=CC=C2C(=CC(OC2=C1)=O)COC (7-amino-4-methoxymethylcoumarin). Product: O1C(=O)C=CC2=CC=C(C=C12)NC1=NC=C(C(=N1)NC1=CC=C2C=CC(OC2=C1)=O)F (N2,N4-bis(coumarin-7-yl)-5-fluoro-2,4-pyrimidinediamine). As a reaction SMILES: Cl[C:2]1[N:7]=[C:6](Cl)[C:5]([F:9])=[CH:4][N:3]=1.[NH2:10][C:11]1[CH:20]=[C:19]2[C:14]([C:15](COC)=[CH:16][C:17](=[O:21])[O:18]2)=[CH:13][CH:12]=1>>[O:18]1[C:19]2[C:14](=[CH:13][CH:12]=[C:11]([NH:10][C:2]3[N:7]=[C:6]([NH:10][C:11]4[CH:20]=[C:19]5[C:14]([CH:15]=[CH:16][C:17](=[O:21])[O:18]5)=[CH:13][CH:12]=4)[C:5]([F:9])=[CH:4][N:3]=3)[CH:20]=2)[CH:15]=[CH:16][C:17]1=[O:21]. Reported procedure: In like manner to the preparation of N2,N4-bis(3-hydroxyphenyl)-5-fluoro-2,4-pyrimidinediamine, 2,4-dichloro-5-fluoropyrimidine and 7-amino-4-methoxymethylcoumarin were reacted to yield N2,N4-bis(coumarin-7-yl)-5-fluoro-2,4-pyrimidinediamine. 1H NMR (DMSO-d6): δ 10.38 (s, 1H), 8.42 (d, 1H, J=3 Hz), 8.28 (m, 1H), 8.05–7.93 (m, 2H), 7.77–7.50 (m, 4H), 6.31 (s, 1H), 6.29 (s, 1H), 4.66 (s, 2H), 4.65 (s, 2H), 3.43 (s, 3H), 3,41 (s, 3H); LCMS: MS (m/e): 505 (MH+). The reactants are [Na+].[Cl-] (NaCl), CC=1N(C=C(C1C(CCCCCCCCCCCCCCCCC)=O)C)CC1=CC=C(/C=C/C(=O)[O-])C=C1 ((E)-4-[(2,4-dimethyl-3-octadecanoylpyrrol-1-yl)methyl]cinnamate), C(C=C)(=O)OC (methyl acrylate), [N+](=O)([O-])C1=CC=CC=C1 (nitrobenzene). Conditions: time 24 hour. The product is COC(=O)CCC=1N(C(=C(C1C)C(CCCCCCCCCCCCCCCCC)=O)C)CC1=CC=C(/C=C/C(=O)OCC)C=C1 (Ethyl (E)-4-({2-[2-(methoxycarbonyl)ethyl]-3,5-dimethyl-4-octadecanoylpyrrol-1-yl}methyl)cinnamate). RXN SMILES: [CH3:1][C:2]1[N:3]([CH2:27][C:28]2[CH:38]=[CH:37][C:31](/[CH:32]=[CH:33]/[C:34]([O-:36])=[O:35])=[CH:30][CH:29]=2)[CH:4]=[C:5]([CH3:26])[C:6]=1[C:7](=[O:25])[CH2:8][CH2:9][CH2:10][CH2:11][CH2:12][CH2:13][CH2:14][CH2:15][CH2:16][CH2:17][CH2:18][CH2:19][CH2:20][CH2:21][CH2:22][CH2:23][CH3:24].[C:39]([O:43][CH3:44])(=[O:42])[CH:40]=[CH2:41].[N+]([C:48]1C=CC=C[CH:49]=1)([O-])=O.[Na+].[Cl-]>>[CH3:44][O:43][C:39]([CH2:40][CH2:41][C:4]1[N:3]([CH2:27][C:28]2[CH:29]=[CH:30][C:31](/[CH:32]=[CH:33]/[C:34]([O:36][CH2:48][CH3:49])=[O:35])=[CH:37][CH:38]=2)[C:2]([CH3:1])=[C:6]([C:7](=[O:25])[CH2:8][CH2:9][CH2:10][CH2:11][CH2:12][CH2:13][CH2:14][CH2:15][CH2:16][CH2:17][CH2:18][CH2:19][CH2:20][CH2:21][CH2:22][CH2:23][CH3:24])[C:5]=1[CH3:26])=[O:42] |f:3.4|. Procedure: 0.1 ml of BF3/ethyl ether complex is added to a solution of 275 mg (0.5 mmol) of (E)-4-[(2,4-dimethyl-3-octadecanoylpyrrol-1-yl)methyl]cinnamate and 0.25 ml of methyl acrylate in 5 ml of absol. nitrobenzene. The mixture is stirred at room temperature for 24 h. Addition of saturated NaCl solution is followed by extraction with ether. After drying over Na2SO4, the solvent is distilled off, and the residue is purified by CC (silica gel, 1. petroleum ether/ethyl acetate 9+1, 2. petroleum ether/ethyl... Reactants: N1C(=CC2=CC=CC=C12)C(=O)O (indole-2-carboxylic acid), BrC=1C=C(C=CC1)OC (m-bromoanisole), C([O-])([O-])=O.[K+].[K+] (potassium carbonate), cupric oxide. Reaction SMILES: [NH:1]1[C:9]2[C:4](=[CH:5][CH:6]=[CH:7][CH:8]=2)[CH:3]=[C:2]1[C:10]([OH:12])=[O:11].Br[C:14]1[CH:15]=[C:16]([O:20][CH3:21])[CH:17]=[CH:18][CH:19]=1.C(=O)([O-])[O-].[K+].[K+]>CN(C)C=O.O>[CH3:21][O:20][C:16]1[CH:15]=[C:14]([N:1]2[C:9]3[C:4](=[CH:5][CH:6]=[CH:7][CH:8]=3)[CH:3]=[C:2]2[C:10]([OH:12])=[O:11])[CH:19]=[CH:18][CH:17]=1 |f:2.3.4|. Isolated yield 45.7%. Product: ester, COC=1C=C(C=CC1)N1C(=CC2=CC=CC=C12)C(=O)O (1-(3-methoxypheny)indole-2-carboxylic acid). The solvent is O (water), solvent, CN(C=O)C (dimethylformamide). Reaction conditions: temperature 170 celsius. Reported procedure: The starting ester is prepared in the following manner: A mixture of indole-2-carboxylic acid (8.06 g), m-bromoanisole (9.35 g), anhydrous potassium carbonate (7 g) and cupric oxide (0.25 g) in dimethylformamide (10 ml) is heated at 170° C. under nitrogen for 18 hrs., diluted with a further 20 ml of solvent and heated 6 hours longer. It is cooled, diluted with water (500 ml) and extracted with methylene chloride (3×100 ml). The filtered aqueous layer is acidified with cold concentrated hydrochlo... Starting materials: COC(=O)C=Cc1ccc(Oc2ccc(CC(NC(=O)OC(C)(C)C)C(=O)O)cc2)cc1, CO, [H][H]. Yields the product COC(=O)CCc1ccc(Oc2ccc(CC(NC(=O)OC(C)(C)C)C(=O)O)cc2)cc1. As a reaction SMILES: [CH3:1][O:2][C:3]([CH:4]=[CH:5][c:6]1[cH:7][cH:8][c:9]([O:12][c:13]2[cH:14][cH:15][c:16]([CH2:19][CH:20]([C:21](=[O:22])[OH:23])[NH:24][C:25](=[O:26])[O:27][C:28]([CH3:29])([CH3:30])[CH3:31])[cH:17][cH:18]2)[cH:10][cH:11]1)=[O:32].[CH3:35][OH:36].[H:33][H:34]>>[CH3:1][O:2][C:3]([CH2:4][CH2:5][c:6]1[cH:7][cH:8][c:9]([O:12][c:13]2[cH:14][cH:15][c:16]([CH2:19][CH:20]([C:21](=[O:22])[OH:23])[NH:24][C:25](=[O:26])[O:27][C:28]([CH3:29])([CH3:30])[CH3:31])[cH:17][cH:18]2)[cH:10][cH:11]1)=[O:32]. Product: C1(=CC=CC=C1)N=C1CC2CCC(CN2CC1)C1=CC=CC=C1 (2-Phenylimino-7-phenylquinolizidine). The solvent is C1(=CC=CC=C1)C (toluene). Reported procedure: The ketone (III) (5.25 g.) was dissolved in 100 ml. toluene and 2.13 g. aniline. A small amount of pTSA was added and the solution was refluxed overnight using a Dean-Starke trap. The solvent was removed in vacuo Yield, 6.9 g. The semi-solid still had some ketone present (IR spectrum) so the residue was recycled using 1 g. aniline. The reaction was worked up as above and the crude anil showed no ketone. Yield, 7.2 g. (6.97 g. theoretical; probably excess aniline present). Reaction SMILES: [C:1]1([CH:7]2[CH2:16][CH2:15][CH:14]3[N:9]([CH2:10][CH2:11][C:12](=O)[CH2:13]3)[CH2:8]2)[CH:6]=[CH:5][CH:4]=[CH:3][CH:2]=1.[NH2:18][C:19]1[CH:24]=[CH:23][CH:22]=[CH:21][CH:20]=1.CC1C=CC(S(O)(=O)=O)=CC=1>C1(C)C=CC=CC=1>[C:19]1([N:18]=[C:12]2[CH2:11][CH2:10][N:9]3[CH:14]([CH2:15][CH2:16][CH:7]([C:1]4[CH:6]=[CH:5][CH:4]=[CH:3][CH:2]=4)[CH2:8]3)[CH2:13]2)[CH:24]=[CH:23][CH:22]=[CH:21][CH:20]=1. The reactants are C1(=CC=CC=C1)C1CN2CCC(CC2CC1)=O (7-Phenylquinolizidin-2-one), NC1=CC=CC=C1 (aniline), ketone, NC1=CC=CC=C1 (aniline), NC1=CC=CC=C1 (aniline), CC=1C=CC(=CC1)S(=O)(=O)O (pTSA), ketone.